Dataset: the Open Reaction Database (ORD), a public repository of structured organic reaction records. Task: describe an organic reaction: reactants, conditions, products, and yield Yields the product COc1ccc(CN(Cc2ccc(OC)cc2)c2nc(C)nc(-c3cc(CO)cnc3Nc3ccc(OC)nc3)n2)cc1. Starting materials: [BH4-], COc1ccc(CN(Cc2ccc(OC)cc2)c2nc(C)nc(-c3cc(C=O)cnc3Nc3ccc(OC)nc3)n2)cc1, CO, [Cl-], ClCCl, [NH4+], [Na+], O. As a reaction SMILES: [BH4-:49].[CH3:1][O:2][c:3]1[cH:4][cH:5][c:6]([CH2:7][N:8]([c:9]2[n:10][c:11](-[c:16]3[c:17]([NH:24][c:25]4[cH:26][n:27][c:28]([O:31][CH3:32])[cH:29][cH:30]4)[n:18][cH:19][c:20]([CH:21]=[O:22])[cH:23]3)[n:12][c:13]([CH3:15])[n:14]2)[CH2:33][c:34]2[cH:35][cH:36][c:37]([O:40][CH3:41])[cH:38][cH:39]2)[cH:42][cH:43]1.[CH3:47][OH:48].[Cl-:51].[Cl:44][CH2:45][Cl:46].[NH4+:52].[Na+:50].[OH2:53]>>[CH3:1][O:2][c:3]1[cH:4][cH:5][c:6]([CH2:7][N:8]([c:9]2[n:10][c:11](-[c:16]3[c:17]([NH:24][c:25]4[cH:26][n:27][c:28]([O:31][CH3:32])[cH:29][cH:30]4)[n:18][cH:19][c:20]([CH2:21][OH:22])[cH:23]3)[n:12][c:13]([CH3:15])[n:14]2)[CH2:33][c:34]2[cH:35][cH:36][c:37]([O:40][CH3:41])[cH:38][cH:39]2)[cH:42][cH:43]1. Conditions: time 2 hour. Procedure details: A mixture of 4-formyl-2-methylbenzonitrile (1.5 g, 10.3 mmol) and chloroacetic acid ethyl ester (1.2 g, 10 mmol) were dissolved in 60 mL of dry benzene. Freshly prepared EtONa (12.4 mmol) in 5 mL of ethanol was added, and the mixture was stirred at room temperature for 2 hours. The mixture was added water, then extracted with EtOAc. The organic layers were dried over Na2SO4 and concentrated to afford ethyl 3-(4-cyano-3-methylphenyl)oxirane-2-carboxylate. MS m/z: 232 (M+1)+. Yields the product C(#N)C1=C(C=C(C=C1)C1C(O1)C(=O)OCC)C (ethyl 3-(4-cyano-3-methylphenyl)oxirane-2-carboxylate). Reactants: CC[O-].[Na+] (EtONa), C(=O)C1=CC(=C(C#N)C=C1)C (4-formyl-2-methylbenzonitrile), C(C)OC(CCl)=O (chloroacetic acid ethyl ester), O (water). Reaction SMILES: [CH:1]([C:3]1[CH:10]=[CH:9][C:6]([C:7]#[N:8])=[C:5]([CH3:11])[CH:4]=1)=[O:2].[CH2:12]([O:14][C:15](=[O:18])[CH2:16]Cl)[CH3:13].CC[O-].[Na+].O>C1C=CC=CC=1.C(O)C>[C:7]([C:6]1[CH:9]=[CH:10][C:3]([CH:1]2[O:2][CH:16]2[C:15]([O:14][CH2:12][CH3:13])=[O:18])=[CH:4][C:5]=1[CH3:11])#[N:8] |f:2.3|. The solvent is C(C)O (ethanol), C1=CC=CC=C1 (benzene).